This data is from the Open Reaction Database (ORD), a public repository of structured organic reaction records. The task is: describe an organic reaction: reactants, conditions, products, and yield Reactants: CC(C)(C)OC(=O)N1CCCCC1C(=O)O, C(=NC1CCCCC1)=NC1CCCCC1, CN(C)c1ccncc1, ClCCl, Sc1ccccn1. Product: CC(C)(C)OC(=O)N1CCCCC1C(=O)Sc1ccccn1. RXN SMILES: [C:1]([CH3:2])([CH3:3])([CH3:4])[O:5][C:6](=[O:7])[N:8]1[CH:9]([C:14](=[O:15])[OH:16])[CH2:10][CH2:11][CH2:12][CH2:13]1.[CH2:17]1[CH2:18][CH2:19][CH:20]([N:21]=[C:22]=[N:23][CH:24]2[CH2:25][CH2:26][CH2:27][CH2:28][CH2:29]2)[CH2:30][CH2:31]1.[CH3:42][N:43]([CH3:44])[c:45]1[cH:46][cH:47][n:48][cH:49][cH:50]1.[Cl:39][CH2:40][Cl:41].[SH:32][c:33]1[cH:34][cH:35][cH:36][cH:37][n:38]1>>[C:1]([CH3:2])([CH3:3])([CH3:4])[O:5][C:6](=[O:7])[N:8]1[CH:9]([C:14](=[O:16])[S:32][c:33]2[cH:34][cH:35][cH:36][cH:37][n:38]2)[CH2:10][CH2:11][CH2:12][CH2:13]1. Starting materials: BrC1=C(C2=C(N(C(N(C2=O)CCCOC2OCCCC2)=O)C)S1)CBr (6-bromo-5-(bromomethyl)-1-methyl-3-(3-(tetrahydro-2H-pyran-2-yloxy)propyl) thieno[2,3-d]pyrimidine-2,4(1H,3H)-dione), CS(=O)C (DMSO). Solvent: CC(OCC)=O (EA), O (water). Conditions: temperature 50 celsius. Product: BrC1=C(C2=C(N(C(N(C2=O)CCCOC2OCCCC2)=O)C)S1)C=O (6-bromo-1-methyl-2,4-dioxo-3-(3-(tetrahydro-2H-pyran-2-yloxy)propyl)-1,2,3,4-tetrahydrothieno[2,3-d]pyrimidine-5-carbaldehyde). The yield is 33.8%. As a reaction SMILES: [Br:1][C:2]1[S:23][C:5]2[N:6]([CH3:22])[C:7](=[O:21])[N:8]([CH2:11][CH2:12][CH2:13][O:14][CH:15]3[CH2:20][CH2:19][CH2:18][CH2:17][O:16]3)[C:9](=[O:10])[C:4]=2[C:3]=1[CH2:24]Br.CS(C)=[O:28]>CC(=O)OCC.O>[Br:1][C:2]1[S:23][C:5]2[N:6]([CH3:22])[C:7](=[O:21])[N:8]([CH2:11][CH2:12][CH2:13][O:14][CH:15]3[CH2:20][CH2:19][CH2:18][CH2:17][O:16]3)[C:9](=[O:10])[C:4]=2[C:3]=1[CH:24]=[O:28]. Reported procedure: To a solution of 6-bromo-5-(bromomethyl)-1-methyl-3-(3-(tetrahydro-2H-pyran-2-yloxy)propyl) thieno[2,3-d]pyrimidine-2,4(1H,3H)-dione (1.7 g, 3.43 mmol) in DMSO (20 mL) was added IBX (1.92 g, 6.85 mmol). The reaction was heated at 50° C. for 2 h, cooled to RT then diluted with EA (80 mL) and water (50 mL). The organic layer was dried over Na2SO4 and concentrated to a residue which was purified by chromatography eluted with PE/EA (5:1) to give 6-bromo-1-methyl-2,4-dioxo-3-(3-(tetrahydro-2H-pyran-2... Starting materials: CO, COC(=O)CNC(=O)Cc1cc(C)c(C(=O)c2ccc(Cl)cc2)n1C, Cl, [Na+], [OH-]. Product: Cc1cc(CC(=O)NCC(=O)O)n(C)c1C(=O)c1ccc(Cl)cc1. Reaction SMILES: [CH3:29][OH:30].[Cl:1][c:2]1[cH:3][cH:4][c:5]([C:6](=[O:7])[c:8]2[c:9]([CH3:23])[cH:10][c:11]([CH2:14][C:15](=[O:16])[NH:17][CH2:18][C:19](=[O:20])[O:21][CH3:22])[n:12]2[CH3:13])[cH:24][cH:25]1.[ClH:28].[Na+:27].[OH-:26]>>[Cl:1][c:2]1[cH:3][cH:4][c:5]([C:6](=[O:7])[c:8]2[c:9]([CH3:23])[cH:10][c:11]([CH2:14][C:15](=[O:16])[NH:17][CH2:18][C:19](=[O:20])[OH:21])[n:12]2[CH3:13])[cH:24][cH:25]1. Reactants: CO, COC(=O)c1cnc(-c2ccc(Cl)cc2Cl)c(-c2ccc(Cl)cc2)c1, Cl, [Na+], [OH-]. Yields the product O=C(O)c1cnc(-c2ccc(Cl)cc2Cl)c(-c2ccc(Cl)cc2)c1. As a reaction SMILES: [CH3:29][OH:30].[Cl:1][c:2]1[c:3](-[c:9]2[c:10](-[c:19]3[cH:20][cH:21][c:22]([Cl:25])[cH:23][cH:24]3)[cH:11][c:12]([C:15](=[O:16])[O:17][CH3:18])[cH:13][n:14]2)[cH:4][cH:5][c:6]([Cl:8])[cH:7]1.[ClH:28].[Na+:27].[OH-:26]>>[Cl:1][c:2]1[c:3](-[c:9]2[c:10](-[c:19]3[cH:20][cH:21][c:22]([Cl:25])[cH:23][cH:24]3)[cH:11][c:12]([C:15](=[O:16])[OH:17])[cH:13][n:14]2)[cH:4][cH:5][c:6]([Cl:8])[cH:7]1. Reactants: C(C)(C)(C)C(=O)CN1C(C(CN(C2=C1C=CC=C2)C(C(C)(C)C)=O)NC(=O)NC2=CC(=CC=C2)C(=O)OCC)=O (1-(tert-butylcarbonylmethyl-2-oxo-5-pivaloyl-1,3,4,5-tetrahydro-2H-1,5-benzodiazepin-3-yl)-3-(3-ethoxycarbonylphenyl)urea), O.[OH-].[Li+] (lithium hydroxide monohydrate). Solvent: CO (methanol), O (water). Reaction conditions: temperature 50 celsius, time 2 hour. Yields the product C(C)(C)(C)C(=O)CN1C(C(CN(C2=C1C=CC=C2)C(C(C)(C)C)=O)NC(NC=2C=C(C(=O)O)C=CC2)=O)=O (3-[3-(1-tert-butylcarbonylmethyl-2-oxo-5-pivaloyl-1,3,4,5-tetrahydro-2H-1,5-benzodiazepin-3-yl)ureido]benzoic acid). Yield: 80.1%. As a reaction SMILES: [C:1]([C:5]([CH2:7][N:8]1[C:14]2[CH:15]=[CH:16][CH:17]=[CH:18][C:13]=2[N:12]([C:19](=[O:24])[C:20]([CH3:23])([CH3:22])[CH3:21])[CH2:11][CH:10]([NH:25][C:26]([NH:28][C:29]2[CH:34]=[CH:33][CH:32]=[C:31]([C:35]([O:37]CC)=[O:36])[CH:30]=2)=[O:27])[C:9]1=[O:40])=[O:6])([CH3:4])([CH3:3])[CH3:2].O.[OH-].[Li+]>CO.O>[C:1]([C:5]([CH2:7][N:8]1[C:14]2[CH:15]=[CH:16][CH:17]=[CH:18][C:13]=2[N:12]([C:19](=[O:24])[C:20]([CH3:23])([CH3:22])[CH3:21])[CH2:11][CH:10]([NH:25][C:26](=[O:27])[NH:28][C:29]2[CH:30]=[C:31]([CH:32]=[CH:33][CH:34]=2)[C:35]([OH:37])=[O:36])[C:9]1=[O:40])=[O:6])([CH3:2])([CH3:3])[CH3:4] |f:1.2.3|. Procedure details: 1-(tert-butylcarbonylmethyl-2-oxo-5-pivaloyl-1,3,4,5-tetrahydro-2H-1,5-benzodiazepin-3-yl)-3-(3-ethoxycarbonylphenyl)urea (500 mg) was dissolved in methanol (20 ml), the solution of lithium hydroxide monohydrate (191 mg) in water (10 ml) was added, the mixture was stirred at 50° C. for 2 hours. The reaction mixture was concentrated under reduced pressure, after acidification with 1N hydrochloric acid, the mixture was extracted with chloroform. The organic layer was dried over anhydrous sodium su... Starting materials: [Ag+], O=C(O)C12CCC(CC1)C2, Clc1ccc(Cl)nn1, O=[N+]([O-])[O-], N, [NH4+], [NH4+], O, O=S(=O)(O)O, O=S(=O)([O-])OOS(=O)(=O)[O-]. Product: Clc1cc(C23CCC(CC2)C3)c(Cl)nn1. Reaction SMILES: [Ag+:42].[C:14]12([C:21]([OH:22])=[O:23])[CH2:15][CH2:16][CH:17]([CH2:18][CH2:19]1)[CH2:20]2.[Cl:6][c:7]1[n:8][n:9][c:10]([Cl:13])[cH:11][cH:12]1.[N+:38]([O-:39])([O-:40])=[O:41].[NH3:36].[NH4+:34].[NH4+:35].[OH2:37].[S:1](=[O:2])(=[O:3])([OH:4])[OH:5].[S:24]([O:25][O:26][S:27]([O-:28])(=[O:29])=[O:30])([O-:31])(=[O:32])=[O:33]>>[Cl:6][c:7]1[n:8][n:9][c:10]([Cl:13])[cH:11][c:12]1[C:14]12[CH2:15][CH2:16][CH:17]([CH2:18][CH2:19]1)[CH2:20]2.